This data is from the Open Reaction Database (ORD), a public repository of structured organic reaction records. The task is: describe an organic reaction: reactants, conditions, products, and yield Reactants: CC#N, CN1CCCC1=O, CCN(C(C)C)C(C)C, Fc1ccc(-c2ccc3nc(Cl)nc(NCC(F)(F)F)c3n2)cc1, O, NCc1cccc(-n2cncn2)c1. Product: Fc1ccc(-c2ccc3nc(NCc4cccc(-n5cncn5)c4)nc(NCC(F)(F)F)c3n2)cc1. Reaction SMILES: [C:47](#[N:48])[CH3:49].[CH3:51][N:52]1[CH2:53][CH2:54][CH2:55][C:56]1=[O:57].[CH:38]([N:39]([CH:40]([CH3:41])[CH3:42])[CH2:43][CH3:44])([CH3:45])[CH3:46].[Cl:1][c:2]1[n:3][c:4]([NH:19][CH2:20][C:21]([F:22])([F:23])[F:24])[c:5]2[c:6]([n:7]1)[cH:8][cH:9][c:10](-[c:12]1[cH:13][cH:14][c:15]([F:18])[cH:16][cH:17]1)[n:11]2.[OH2:50].[n:25]1(-[c:30]2[cH:31][c:32]([CH2:33][NH2:34])[cH:35][cH:36][cH:37]2)[n:26][cH:27][n:28][cH:29]1>>[c:2]1([NH:34][CH2:33][c:32]2[cH:31][c:30](-[n:25]3[n:26][cH:27][n:28][cH:29]3)[cH:37][cH:36][cH:35]2)[n:3][c:4]([NH:19][CH2:20][C:21]([F:22])([F:23])[F:24])[c:5]2[c:6]([n:7]1)[cH:8][cH:9][c:10](-[c:12]1[cH:13][cH:14][c:15]([F:18])[cH:16][cH:17]1)[n:11]2. Reactants: solid, C(C)(C)(C)OC(CC=1C(=NN(C1C)CC1=CC=C(C=C1)C#C)C)=O (1-(4-ethynylbenzyl)-3,5-dimethyl-1H-pyrazol-4-yl-acetic acid tert.-butyl ester), ClC=1C=CC(=C(C1)N)I (5-chloro-2-iodophenylamine), C(C)(C)N(CC)C(C)C (diisopropylethylamine). Run in CN1C(CCC1)=O (N-methyl-2-pyrrolidone), O1CCCC1 (tetrahydrofuran). Conditions: temperature 50 celsius, time 18 hour. Product: ClC1=CC=C2C=C(NC2=C1)C1=CC=C(CN2N=C(C(=C2C)CC(=O)O)C)C=C1 ((1-[4-(6-Chloro-1H-indol-2-yl)-benzyl]-3,5-dimethyl-1H-pyrazol-4-yl)-acetic acid). Isolated yield 37.9%. As a reaction SMILES: C([O:5][C:6](=[O:24])[CH2:7][C:8]1[C:9]([CH3:23])=[N:10][N:11]([CH2:14][C:15]2[CH:20]=[CH:19][C:18]([C:21]#[CH:22])=[CH:17][CH:16]=2)[C:12]=1[CH3:13])(C)(C)C.[Cl:25][C:26]1[CH:27]=[CH:28][C:29](I)=[C:30]([NH2:32])[CH:31]=1.C(N(C(C)C)CC)(C)C>O1CCCC1.CN1CCCC1=O>[Cl:25][C:26]1[CH:31]=[C:30]2[C:29]([CH:22]=[C:21]([C:18]3[CH:17]=[CH:16][C:15]([CH2:14][N:11]4[C:12]([CH3:13])=[C:8]([CH2:7][C:6]([OH:5])=[O:24])[C:9]([CH3:23])=[N:10]4)=[CH:20][CH:19]=3)[NH:32]2)=[CH:28][CH:27]=1. Reported procedure: To a stirred solution of 1-(4-ethynylbenzyl)-3,5-dimethyl-1H-pyrazol-4-yl-acetic acid tert.-butyl ester (4.4 g) and 5-chloro-2-iodophenylamine (3.4 g) in tetrahydrofuran (100 ml) at room temperature is added diisopropylethylamine (5.8 ml). The reaction is degassed and put under argon. Copper(I)iodide (260 mg) and bis(triphenylphosphine)palladiumdichloride (475 mg) are added. After 18 h, the reaction mixture is absorbed onto Extrelut and purified by flash chromatography (7:3 isocratic-cyclohexane... Starting materials: [BH4-], CO, O=C1CCN(c2cccc(-c3ccnc(Cl)n3)c2)CC1, [Na+]. Yields the product OC1CCN(c2cccc(-c3ccnc(Cl)n3)c2)CC1. As a reaction SMILES: [BH4-:21].[CH3:23][OH:24].[Cl:1][c:2]1[n:3][cH:4][cH:5][c:6](-[c:8]2[cH:9][c:10]([N:14]3[CH2:15][CH2:16][C:17](=[O:20])[CH2:18][CH2:19]3)[cH:11][cH:12][cH:13]2)[n:7]1.[Na+:22]>>[Cl:1][c:2]1[n:3][cH:4][cH:5][c:6](-[c:8]2[cH:9][c:10]([N:14]3[CH2:15][CH2:16][CH:17]([OH:20])[CH2:18][CH2:19]3)[cH:11][cH:12][cH:13]2)[n:7]1. As a reaction SMILES: [CH2:57]([Cl:58])[Cl:59].[CH3:42][N:43]=[C:44]=[O:45].[N:46]12[CH2:47][CH2:48][CH2:49][N:50]=[C:51]1[CH2:52][CH2:53][CH2:54][CH2:55][CH2:56]2.[OH:1][c:2]1[c:3](-[c:8]2[cH:9][cH:10][c:11]([CH2:14][N:15]3[C:16](=[O:41])[CH:17]([NH:26][C:27]([CH2:28][C:29]([CH3:30])([CH3:31])[NH:32][C:33](=[O:34])[O:35][C:36]([CH3:37])([CH3:38])[CH3:39])=[O:40])[CH2:18][CH2:19][c:20]4[c:21]3[cH:22][cH:23][cH:24][cH:25]4)[cH:12][cH:13]2)[cH:4][cH:5][cH:6][cH:7]1>>[O:1]([c:2]1[c:3](-[c:8]2[cH:9][cH:10][c:11]([CH2:14][N:15]3[C:16](=[O:41])[CH:17]([NH:26][C:27]([CH2:28][C:29]([CH3:30])([CH3:31])[NH:32][C:33](=[O:34])[O:35][C:36]([CH3:37])([CH3:38])[CH3:39])=[O:40])[CH2:18][CH2:19][c:20]4[c:21]3[cH:22][cH:23][cH:24][cH:25]4)[cH:12][cH:13]2)[cH:4][cH:5][cH:6][cH:7]1)[C:44]([NH:43][CH3:42])=[O:45]. Starting materials: ClCCl, CN=C=O, C1CCC2=NCCCN2CC1, CC(C)(CC(=O)NC1CCc2ccccc2N(Cc2ccc(-c3ccccc3O)cc2)C1=O)NC(=O)OC(C)(C)C. Yields the product CNC(=O)Oc1ccccc1-c1ccc(CN2C(=O)C(NC(=O)CC(C)(C)NC(=O)OC(C)(C)C)CCc3ccccc32)cc1.